Dataset: the Open Reaction Database (ORD), a public repository of structured organic reaction records. Task: describe an organic reaction: reactants, conditions, products, and yield The reactants are COc1ccc(O)c2ccccc12, CS(C)=O, O=c1cc(O)c2ccc3ccccc3c2o1. Yields the product COc1cc2c(O)cc(=O)oc2c2ccccc12. As a reaction SMILES: [CH3:17][O:18][c:19]1[c:20]2[c:21]([cH:22][cH:23][cH:24][cH:25]2)[c:26]([OH:27])[cH:28][cH:29]1.[CH3:30][S:31]([CH3:32])=[O:33].[OH:1][c:2]1[cH:3][c:4](=[O:16])[o:5][c:6]2[c:7]3[c:8]([cH:9][cH:10][c:11]12)[cH:12][cH:13][cH:14][cH:15]3>>[OH:1][c:2]1[cH:3][c:4](=[O:16])[o:5][c:6]2[c:7]3[c:8]([c:9]([O:18][CH3:17])[cH:10][c:11]12)[cH:12][cH:13][cH:14][cH:15]3. Reactants: CC1(C)C(C(=O)O)C1(C)C, CC(=O)c1ccc(N)cc1. Reagents/catalysts: C1CCC(CC1)N=C=NC2CCCCC2 (DCC), CN1CCOCC1 (NMM), C1(=C(C(=C(C(=C1F)F)F)F)F)O (Pentafluorophenol). Run in CN(C)C=O (DMF), CN(C)C=O (DMF), CN(C)C=O (DMF), CN(C)C=O (DMF), CN(C)C=O (DMF), CN(C)C=O (DMF). Run at temperature 25 celsius, time 2 hour. The product is CC(=O)c1ccc(NC(=O)C2C(C)(C)C2(C)C)cc1. Yield: 0.4%. Reaction SMILES: CC(=O)c1ccc(N)cc1.CC1(C)C(C(=O)O)C1(C)C.C1CCC(CC1)N=C=NC2CCCCC2.C1(=C(C(=C(C(=C1F)F)F)F)F)O.CN1CCOCC1.CN(C)C=O>>CC(=O)c1ccc(NC(=O)C2C(C)(C)C2(C)C)cc1. Reaction SMILES: [CH2:8]([CH2:9][CH:10]([CH3:11])[CH3:12])[N:13]([C:14]([NH:15][CH2:16][CH2:17][Cl:18])=[O:19])[C:20]1([OH:35])[CH:21]([OH:34])[CH:22]([O:23][CH2:24][CH:25]([CH3:26])[CH3:27])[O:28][CH:29]([CH2:32][OH:33])[CH:30]1[OH:31].[CH3:1][CH:2]([CH2:3][O:5][N:6]=[O:4])[CH3:7].[CH3:42][CH2:43][OH:44].[ClH:41].[O:36]1[CH2:37][CH2:38][CH2:39][CH2:40]1>>[O:5]=[N:6][N:15]([C:14]([N:13]([CH2:8][CH2:9][CH:10]([CH3:11])[CH3:12])[C:20]1([OH:35])[CH:21]([OH:34])[CH:22]([O:23][CH2:24][CH:25]([CH3:26])[CH3:27])[O:28][CH:29]([CH2:32][OH:33])[CH:30]1[OH:31])=[O:19])[CH2:16][CH2:17][Cl:18]. Reactants: CC(C)CCN(C(=O)NCCCl)C1(O)C(O)C(CO)OC(OCC(C)C)C1O, CC(C)CON=O, CCO, Cl, C1CCOC1. Product: CC(C)CCN(C(=O)N(CCCl)N=O)C1(O)C(O)C(CO)OC(OCC(C)C)C1O.